This data is from the Open Reaction Database (ORD), a public repository of structured organic reaction records. The task is: describe an organic reaction: reactants, conditions, products, and yield The reactants are FC1=CC=C(C=C1)C1=NOC(=C1/C=C/C=1C=C(N(N1)C)C(=O)O)C (5-{(E)-2-[3-(4-fluoro-phenyl)-5-methyl-isoxazol-4-yl]-vinyl}-2-methyl-2H-pyrazole-3-carboxylic acid), O.ON1N=NC2=C1C=CC=C2 (1-hydroxybenzotriazole hydrate), C(C)N(C(C)C)C(C)C (N-ethyldiisopropylamine), N-(3-dimethylaminopropyl)-N′-ethylcarbodiimidazole hydrochloride, C(C)(C)N (isopropylamine), [Cl-].[Na+] (sodium chloride). Run in CN(C)C=O (DMF). Run at time 8 hour. Yields the product C(C)(C)NC(=O)C=1N(N=C(C1)\C=C\C=1C(=NOC1C)C1=CC=C(C=C1)F)C (5-{(E)-2-[3-(4-Fluoro-phenyl)-5-methyl-isoxazol-4-yl]vinyl}-2-methyl-2H-pyrazole-3-carboxylic acid isopropylamide). Yield: 5.9%. RXN SMILES: [F:1][C:2]1[CH:7]=[CH:6][C:5]([C:8]2[C:12](/[CH:13]=[CH:14]/[C:15]3[CH:16]=[C:17]([C:21](O)=[O:22])[N:18]([CH3:20])[N:19]=3)=[C:11]([CH3:24])[O:10][N:9]=2)=[CH:4][CH:3]=1.O.O[N:27]1[C:31]2[CH:32]=CC=C[C:30]=2N=N1.C(N(C(C)C)C(C)C)C.C(N)(C)C.[Cl-].[Na+]>CN(C=O)C>[CH:31]([NH:27][C:21]([C:17]1[N:18]([CH3:20])[N:19]=[C:15](/[CH:14]=[CH:13]/[C:12]2[C:8]([C:5]3[CH:4]=[CH:3][C:2]([F:1])=[CH:7][CH:6]=3)=[N:9][O:10][C:11]=2[CH3:24])[CH:16]=1)=[O:22])([CH3:32])[CH3:30] |f:1.2,5.6|. Reported procedure: To a solution of 5-{(E)-2-[3-(4-fluoro-phenyl)-5-methyl-isoxazol-4-yl]-vinyl}-2-methyl-2H-pyrazole-3-carboxylic acid (0.3 mmol) in DMF (7 mL) was added 1-hydroxybenzotriazole hydrate (0.45 mmol), N-ethyldiisopropylamine (1.2 mmol), N-(3-dimethylaminopropyl)-N′-ethylcarbodiimidazole hydrochloride (0.45 mmol) and isopropylamine (0.45 mmol) and the resulting mixture stirred overnight at room temperature. The reaction mixture was then poured into aqueous sodium chloride (saturated) and the mixture w... Product: CCOC(=O)CCCC(C#N)c1cccc(OC)c1. RXN SMILES: [Br:12][CH2:13][CH2:14][CH2:15][C:16](=[O:17])[O:18][CH2:19][CH3:20].[CH3:1][O:2][c:3]1[cH:4][c:5]([CH2:9][C:10]#[N:11])[cH:6][cH:7][cH:8]1.[CH3:23][N:24]([CH3:25])[CH:26]=[O:27].[H-:21].[Na+:22].[OH2:28]>>[CH3:1][O:2][c:3]1[cH:4][c:5]([CH:9]([C:10]#[N:11])[CH2:13][CH2:14][CH2:15][C:16](=[O:17])[O:18][CH2:19][CH3:20])[cH:6][cH:7][cH:8]1. The reactants are CCOC(=O)CCCBr, COc1cccc(CC#N)c1, CN(C)C=O, [H-], [Na+], O. Starting materials: COC1CCC2(CC1)Oc1ccc(Br)cc1C21N=C(C)C(N)=N1, O=C([O-])[O-], CC#Cc1cncc(B(O)O)c1, CCO, COCCOC, [Cs+], [Cs+], O. Product: CC#Cc1cncc(-c2ccc3c(c2)C2(N=C(C)C(N)=N2)C2(CCC(OC)CC2)O3)c1. RXN SMILES: [Br:19][c:20]1[cH:21][cH:22][c:23]2[c:24]([cH:41]1)[C:25]1([C:26]3([CH2:27][CH2:28][CH:29]([O:32][CH3:33])[CH2:30][CH2:31]3)[O:34]2)[N:35]=[C:36]([CH3:40])[C:37]([NH2:39])=[N:38]1.[C:13](=[O:14])([O-:15])[O-:16].[C:1](#[C:2][CH3:3])[c:4]1[cH:5][c:6]([B:10]([OH:11])[OH:12])[cH:7][n:8][cH:9]1.[CH3:42][CH2:43][OH:44].[CH3:45][O:46][CH2:47][CH2:48][O:49][CH3:50].[Cs+:17].[Cs+:18].[OH2:51]>>[C:1](#[C:2][CH3:3])[c:4]1[cH:5][c:6](-[c:20]2[cH:21][cH:22][c:23]3[c:24]([cH:41]2)[C:25]2([C:26]4([CH2:27][CH2:28][CH:29]([O:32][CH3:33])[CH2:30][CH2:31]4)[O:34]3)[N:35]=[C:36]([CH3:40])[C:37]([NH2:39])=[N:38]2)[cH:7][n:8][cH:9]1. The reactants are Cl (hydrochloric acid), BrC=1C=C(C=C(C1OC)Br)C(=O)N1C2=C(OCC1)N=CC(=C2)C2=C(C=CC=C2)C(F)(F)F ((3,5-dibromo-4-methoxy-phenyl)-[7-(2-trifluoromethyl-phenyl)-2,3-dihydro-pyrido[2,3-b][1,4]oxazin-1-yl]-methanone), [Br-].[Li+] (lithium bromide), N1CCNCC1 (piperazine). Run in O (water), CN(C=O)C (N,N-dimethyl formamide). Conditions: time 2 hour. Yields the product compound 46, BrC=1C=C(C=C(C1O)Br)C(=O)N1C2=C(OCC1)N=CC(=C2)C2=C(C=CC=C2)C(F)(F)F ((3,5-dibromo-4-hydroxy-phenyl)-[7-(2-trifluoromethyl-phenyl)-2,3-dihydro-pyrido[2,3-b][1,4]oxazin-1-yl]-methanone). The yield is 69.4%. Reaction SMILES: [Br:1][C:2]1[CH:3]=[C:4]([C:11]([N:13]2[CH2:18][CH2:17][O:16][C:15]3[N:19]=[CH:20][C:21]([C:23]4[CH:28]=[CH:27][CH:26]=[CH:25][C:24]=4[C:29]([F:32])([F:31])[F:30])=[CH:22][C:14]2=3)=[O:12])[CH:5]=[C:6]([Br:10])[C:7]=1[O:8]C.[Br-].[Li+].N1CCNCC1.Cl>CN(C)C=O.O>[Br:1][C:2]1[CH:3]=[C:4]([C:11]([N:13]2[CH2:18][CH2:17][O:16][C:15]3[N:19]=[CH:20][C:21]([C:23]4[CH:28]=[CH:27][CH:26]=[CH:25][C:24]=4[C:29]([F:30])([F:32])[F:31])=[CH:22][C:14]2=3)=[O:12])[CH:5]=[C:6]([Br:10])[C:7]=1[OH:8] |f:1.2|. Reported procedure: In a 10 ml flask, (3,5-dibromo-4-methoxy-phenyl)-[7-(2-trifluoromethyl-phenyl)-2,3-dihydro-pyrido[2,3-b][1,4]oxazin-1-yl]-methanone (46 mg, 0.08 mmol), lithium bromide (56 mg, 0.64 mmol) and piperazine (10 mg, 0.04 mmol) were dissolved in 3 ml of N,N-dimethyl formamide, and then stirred at 100□ for 2 hours. After completion of the reaction by adding water dropwise, the mixture was adjusted to weak acidic condition (pH=6) by using 1N hydrochloric acid. The formed solid was filtered and washed wit... Reactants: FC(C(C(=O)O)(C)O)(F)F (3,3,3-trifluoro-2-hydroxy-2-methylpropionic acid), S(=O)(Cl)Cl (thionyl chloride), Example 4, NC1=CC=CC=2OCC3=C(C(C21)=O)C=CC=C3 (1-amino-6,11-dihydrodibenz[b,e]oxepin-11-one). Solvent: CC(=O)N(C)C (dimethylacetamide), C(C)(=O)OCC (ethyl acetate). Run at temperature -10 celsius, time 1 hour. Product: FC(C(C(=O)NC1=CC=CC=2OCC3=C(C(C21)=O)C=CC=C3)(C)O)(F)F (1-(3,3,3-Trifluoro-2-hydroxy-2-methylpropanoylamino)-6,11-dihydrodibenz[b,e]oxepin-11-one). Isolated yield 30.0%. Reaction SMILES: [F:1][C:2]([F:10])([F:9])[C:3]([OH:8])([CH3:7])[C:4](O)=[O:5].S(Cl)(Cl)=O.[NH2:15][C:16]1[C:26]2[C:25](=[O:27])[C:24]3[CH:28]=[CH:29][CH:30]=[CH:31][C:23]=3[CH2:22][O:21][C:20]=2[CH:19]=[CH:18][CH:17]=1>CC(N(C)C)=O.C(OCC)(=O)C>[F:1][C:2]([F:10])([F:9])[C:3]([OH:8])([CH3:7])[C:4]([NH:15][C:16]1[C:26]2[C:25](=[O:27])[C:24]3[CH:28]=[CH:29][CH:30]=[CH:31][C:23]=3[CH2:22][O:21][C:20]=2[CH:19]=[CH:18][CH:17]=1)=[O:5]. Procedure: In dimethylacetamide (3 ml) was dissolved 3,3,3-trifluoro-2-hydroxy-2-methylpropionic acid (0.17 g, 1.1 mmol), and thionyl chloride (80 μl, 1.1 mmol) was added thereto at -15° C., followed by stirring at -15 to -5° C. for one hour. To this reaction mixture was added 1-amino-6,11-dihydrodibenz[b,e]oxepin-11-one obtained in Reference Example 4 (0.17 g, 0.77 mmol), and the mixture was stirred overnight at room temperature. After concentration of the reaction mixture under reduced pressure, the obta... Reactants: CC1CCC(C2=CC=CC=C12)=O (4-methyl-1-tetralone), Br (hydrogen bromide), C(Cl)(Cl)Cl (chloroform), cupric bromide. Solvent: C(C)(=O)OCC (ethyl acetate), C(C)(=O)OCC (ethyl acetate). The product is BrC1C(C2=CC=CC=C2C(C1)C)=O (2-bromo-4-methyl-1-tetralone). As a reaction SMILES: [CH3:1][CH:2]1[C:11]2[C:6](=[CH:7][CH:8]=[CH:9][CH:10]=2)[C:5](=[O:12])[CH2:4][CH2:3]1.C(Cl)(Cl)Cl.[BrH:17]>C(OCC)(=O)C>[Br:17][CH:4]1[CH2:3][CH:2]([CH3:1])[C:11]2[C:6](=[CH:7][CH:8]=[CH:9][CH:10]=2)[C:5]1=[O:12]. Procedure: Commercially available 4-methyl-1-tetralone, 32.0 grams, contained in 250 ml. of chloroform and 50 ml. of ethyl acetate is heated to boiling. A mixture of 98.3 grams of cupric bromide and 50 ml. of ethyl acetate is heated to its reflux temperature. After all of the hydrogen bromide is evolved, the mixture is maintained at its reflux temperature for an additional hour. The reaction mixture is filtered while hot, the residue washed with boiling chloroform and the combined filtrates evaporated to d... Starting materials: C, CCOC(C)=O, O=C(Oc1ccccc1)C1CCCc2ccc([N+](=O)[O-])cc21, [Pd]. The product is Nc1ccc2c(c1)C(C(=O)Oc1ccccc1)CCC2. Reaction SMILES: [C:29].[CH3:23][CH2:24][O:25][C:26](=[O:27])[CH3:28].[N+:1]([O-:2])(=[O:3])[c:4]1[cH:5][cH:6][c:7]2[c:12]([cH:13]1)[CH:11]([C:14](=[O:15])[O:16][c:17]1[cH:18][cH:19][cH:20][cH:21][cH:22]1)[CH2:10][CH2:9][CH2:8]2.[Pd:30]>>[NH2:1][c:4]1[cH:5][cH:6][c:7]2[c:12]([cH:13]1)[CH:11]([C:14](=[O:15])[O:16][c:17]1[cH:18][cH:19][cH:20][cH:21][cH:22]1)[CH2:10][CH2:9][CH2:8]2. As a reaction SMILES: [CH2:11]([c:12]1[cH:13][cH:14][cH:15][cH:16][cH:17]1)[O:18][C:19](=[O:20])[NH:21][C:22]1([c:25]2[c:26]([F:44])[c:27]([F:43])[c:28]3[c:29]4[n:30]([cH:36][c:37]([C:40](=[O:41])[OH:42])[c:38]3=[O:39])[CH:31]([CH3:35])[CH2:32][O:33][c:34]24)[CH2:23][CH2:24]1.[CH3:46][N:47]([CH3:48])[CH:49]=[O:50].[CH3:52][CH2:53][O:54][C:55](=[O:56])[CH3:57].[ClH:45].[H-:9].[Na+:10].[OH2:51].[OH:1][CH2:2][c:3]1[cH:4][cH:5][cH:6][cH:7][cH:8]1>>[O:1]([CH2:2][c:3]1[cH:4][cH:5][cH:6][cH:7][cH:8]1)[c:27]1[c:26]([F:44])[c:25]([C:22]2([NH:21][C:19]([O:18][CH2:11][c:12]3[cH:13][cH:14][cH:15][cH:16][cH:17]3)=[O:20])[CH2:23][CH2:24]2)[c:34]2[c:29]3[c:28]1[c:38](=[O:39])[c:37]([C:40](=[O:41])[OH:42])[cH:36][n:30]3[CH:31]([CH3:35])[CH2:32][O:33]2. The product is CC1COc2c(C3(NC(=O)OCc4ccccc4)CC3)c(F)c(OCc3ccccc3)c3c(=O)c(C(=O)O)cn1c23. Reactants: CC1COc2c(C3(NC(=O)OCc4ccccc4)CC3)c(F)c(F)c3c(=O)c(C(=O)O)cn1c23, CN(C)C=O, CCOC(C)=O, Cl, [H-], [Na+], O, OCc1ccccc1. Reactants: [Br-].O1C(CCCC1)=C[P+](C1=CC=CC=C1)(C1=CC=CC=C1)C1=CC=CC=C1 ([(tetrahydro-2H-pyran-2-ylidene)methyl]triphenylphosphonium bromide), Br (hydrobromic acid). Yields the product [Br-].BrCCCCC(C[P+](C1=CC=CC=C1)(C1=CC=CC=C1)C1=CC=CC=C1)=O ((6-bromo-2-oxohexyl)triphenylphosphonium bromide). Reaction SMILES: [Br-:1].[O:2]1[CH2:7][CH2:6][CH2:5][CH2:4][C:3]1=[CH:8][P+:9]([C:22]1[CH:27]=[CH:26][CH:25]=[CH:24][CH:23]=1)([C:16]1[CH:21]=[CH:20][CH:19]=[CH:18][CH:17]=1)[C:10]1[CH:15]=[CH:14][CH:13]=[CH:12][CH:11]=1.Br>>[Br-:1].[Br:1][CH2:7][CH2:6][CH2:5][CH2:4][C:3](=[O:2])[CH2:8][P+:9]([C:22]1[CH:27]=[CH:26][CH:25]=[CH:24][CH:23]=1)([C:16]1[CH:21]=[CH:20][CH:19]=[CH:18][CH:17]=1)[C:10]1[CH:15]=[CH:14][CH:13]=[CH:12][CH:11]=1 |f:0.1,3.4|. Procedure: A solution consisting of 1.6 parts of [(tetrahydro-2H-pyran-2-ylidene)methyl]triphenylphosphonium bromide in 25 parts by volume of 48% hydrobromic acid is heated at the reflux temperature for about 5 hours, then is stripped of solvent under reduced pressure to afford the crude product as an amber colored oil. Trituration of that oily material with benzene, followed by evaporation of the benzene under an atmosphere of nitrogen affords (6-bromo-2-oxohexyl)triphenylphosphonium bromide. This product... Starting materials: [BH4-], CO, Cl, [Li+], CC(C)CC=Nn1c(=O)c(C2=NS(=O)(=O)c3ccccc3N2)c(O)c2ccccc21, C1CCOC1, O. Yields the product CC(C)CCNn1c(=O)c(C2=NS(=O)(=O)c3ccccc3N2)c(O)c2ccccc21. As a reaction SMILES: [BH4-:33].[CH3:31][OH:32].[ClH:35].[Li+:34].[O:1]=[S:2]1(=[O:30])[N:3]=[C:4]([c:12]2[c:13](=[O:29])[n:14]([N:23]=[CH:24][CH2:25][CH:26]([CH3:27])[CH3:28])[c:15]3[cH:16][cH:17][cH:18][cH:19][c:20]3[c:21]2[OH:22])[NH:5][c:6]2[c:7]1[cH:8][cH:9][cH:10][cH:11]2.[O:36]1[CH2:37][CH2:38][CH2:39][CH2:40]1.[OH2:41]>>[O:1]=[S:2]1(=[O:30])[N:3]=[C:4]([c:12]2[c:13](=[O:29])[n:14]([NH:23][CH2:24][CH2:25][CH:26]([CH3:27])[CH3:28])[c:15]3[cH:16][cH:17][cH:18][cH:19][c:20]3[c:21]2[OH:22])[NH:5][c:6]2[c:7]1[cH:8][cH:9][cH:10][cH:11]2.